This data is from the Open Reaction Database (ORD), a public repository of structured organic reaction records. The task is: describe an organic reaction: reactants, conditions, products, and yield The reactants are Cl (HCl), C(C(=O)C)(=O)[O-].[Na+] (Sodium pyruvate), aqueous solution, C(C1=CC=CC=C1)=O (Benzaldehyde). Run in [OH-].[Na+] (sodium hydroxide). Conditions: time 4 hour. Yields the product C(C1=CC=CC=C1)=CC(C(=O)O)=O (Benzalpyruvic Acid). Yield: 75.0%. RXN SMILES: [C:1]([O-:6])(=[O:5])[C:2]([CH3:4])=[O:3].[Na+].[CH:8](=O)[C:9]1[CH:14]=[CH:13][CH:12]=[CH:11][CH:10]=1.Cl>[OH-].[Na+]>[CH:8](=[CH:4][C:2](=[O:3])[C:1]([OH:6])=[O:5])[C:9]1[CH:14]=[CH:13][CH:12]=[CH:11][CH:10]=1 |f:0.1,4.5|. Procedure details: Sodium pyruvate (60.5 g, 0.55 mol) was first added to a cold (0° C.) 1N aqueous solution of sodium hydroxide (550 ml). Benzaldehyde (53 g, 0.55 mol) was then added at such a rate that the temperature was maintained below 5° C. The reaction mixture was then aged four hours at 0° C. with good agitation. Following the age period, the mixture was acidified to pH 1.0 with 6N HCl maintaining a temperature of 0°-5° C. After acidification, the benzalpyruvic acid product was extracted with 500 ml ethyl a... The reactants are NC1=NN2C(C=CC(=C2)OC=2C=C(C=CC2)NC(=O)C2=NC=CC=C2C)=N1 (N-{3-[(2-amino[1,2,4]triazolo[1,5-a]pyridin-6-yl)oxy]phenyl}-3-methylpyridine-2-carboxamide), C(C)(=O)Cl (acetyl chloride). The solvent is C(O)([O-])=O.[Na+] (sodium hydrogen carbonate), CN(C(C)=O)C (N,N-dimethylacetamide). Conditions: time 2 hour. The product is C(C)(=O)NC1=NN2C(C=CC(=C2)OC=2C=C(C=CC2)NC(=O)C2=NC=CC=C2C)=N1 (N-(3-{[2-(acetylamino)[1,2,4]triazolo[1,5-a]pyridin-6-yl]oxy}phenyl)-3-methylpyridine-2-carboxamide). The yield is 66.5%. RXN SMILES: [NH2:1][C:2]1[N:27]=[C:5]2[CH:6]=[CH:7][C:8]([O:10][C:11]3[CH:12]=[C:13]([NH:17][C:18]([C:20]4[C:25]([CH3:26])=[CH:24][CH:23]=[CH:22][N:21]=4)=[O:19])[CH:14]=[CH:15][CH:16]=3)=[CH:9][N:4]2[N:3]=1.[C:28](Cl)(=[O:30])[CH3:29]>CN(C)C(=O)C.C(=O)([O-])O.[Na+]>[C:28]([NH:1][C:2]1[N:27]=[C:5]2[CH:6]=[CH:7][C:8]([O:10][C:11]3[CH:12]=[C:13]([NH:17][C:18]([C:20]4[C:25]([CH3:26])=[CH:24][CH:23]=[CH:22][N:21]=4)=[O:19])[CH:14]=[CH:15][CH:16]=3)=[CH:9][N:4]2[N:3]=1)(=[O:30])[CH3:29] |f:3.4|. Procedure: To a solution of N-{3-[(2-amino[1,2,4]triazolo[1,5-a]pyridin-6-yl)oxy]phenyl}-3-methylpyridine-2-carboxamide (120 mg, 0.333 mmol) in N,N-dimethylacetamide (5 mL) was added acetyl chloride (24.0 μL, 0.338 mmol), and the mixture was stirred at room temperature for 2 hr. The reaction mixture was diluted with aqueous sodium hydrogen carbonate solution, and extracted with ethyl acetate. The organic layer was washed with aqueous sodium hydrogen carbonate solution and saturated brine, dried over anhydr... The reactants are C(=O)(O)[O-].[Na+].O (NaHCO3 water), C(C)(=O)NC=1C(OC2=C(C=CC=C2C1)F)=O (3-acetylamino-8-fluorocoumarin), S(O)(O)(=O)=O (sulfuric acid), ice water. Yields the product NC=1C(OC2=C(C=CC=C2C1)F)=O (3-amino-8-fluorocoumarin). Reaction SMILES: C([NH:4][C:5]1[C:6](=[O:16])[O:7][C:8]2[C:13]([CH:14]=1)=[CH:12][CH:11]=[CH:10][C:9]=2[F:15])(=O)C.S(=O)(=O)(O)O.C([O-])(O)=O.[Na+].O>>[NH2:4][C:5]1[C:6](=[O:16])[O:7][C:8]2[C:13]([CH:14]=1)=[CH:12][CH:11]=[CH:10][C:9]=2[F:15] |f:2.3.4|. Procedure: A solution of 3-acetylamino-8-fluorocoumarin (3.00 g, 0.014 mole) in concentrated sulfuric acid (2.65 g, 0.027 mole) was heated at 75°-80° C. for 1 hour. The cooled solution was poured onto an ice-water mixture and it was alkalized with a saturated NaHCO3 water solution up to pH=6 and subsequently left to precipitate at +4° C. The obtained 3-amino-8-fluorocoumarin was recrystallized from 50% ethanol (1.63 g, 67%). M.p.: 173°-174° C. Reactants: ClC=1C=CC(=C(CN2C3=C(NCC2)N=CC(=C3)C3=CC=C(C(=O)O)C=C3)C1)C(F)(F)F (4-{1-[5-chloro-2-(trifluoromethyl)benzyl]-1,2,3,4-tetrahydropyrido[2,3-b]pyrazin-7-yl}benzoic acid), N1(CCNCC1)CCC1=NC=CC=C1 (1-piperazinyl-2-(2-pyridinyl)ethane). The product is ClC=1C=CC(=C(CN2C3=C(NCC2)N=CC(=C3)C3=CC=C(C=C3)C(=O)N3CCN(CC3)CCC3=NC=CC=C3)C1)C(F)(F)F ((4-{1-[5-Chloro-2-(trifluoromethyl)benzyl]-1,2,3,4-tetrahydropyrido[2,3-b]pyrazin-7-yl}phenyl)-[4-(2-pyridin-2-yl-ethyl)piperazin-1-yl]methanone). RXN SMILES: [Cl:1][C:2]1[CH:3]=[CH:4][C:5]([C:28]([F:31])([F:30])[F:29])=[C:6]([CH:27]=1)[CH2:7][N:8]1[CH2:13][CH2:12][NH:11][C:10]2[N:14]=[CH:15][C:16]([C:18]3[CH:26]=[CH:25][C:21]([C:22](O)=[O:23])=[CH:20][CH:19]=3)=[CH:17][C:9]1=2.[N:32]1([CH2:38][CH2:39][C:40]2[CH:45]=[CH:44][CH:43]=[CH:42][N:41]=2)[CH2:37][CH2:36][NH:35][CH2:34][CH2:33]1>>[Cl:1][C:2]1[CH:3]=[CH:4][C:5]([C:28]([F:30])([F:29])[F:31])=[C:6]([CH:27]=1)[CH2:7][N:8]1[CH2:13][CH2:12][NH:11][C:10]2[N:14]=[CH:15][C:16]([C:18]3[CH:19]=[CH:20][C:21]([C:22]([N:35]4[CH2:36][CH2:37][N:32]([CH2:38][CH2:39][C:40]5[CH:45]=[CH:44][CH:43]=[CH:42][N:41]=5)[CH2:33][CH2:34]4)=[O:23])=[CH:25][CH:26]=3)=[CH:17][C:9]1=2. Reported procedure: 4-{1-[5-chloro-2-(trifluoromethyl)benzyl]-1,2,3,4-tetrahydropyrido[2,3-b]pyrazin-7-yl}benzoic acid was reacted with 1-piperazinyl-2-(2-pyridinyl)ethane as in General Procedure 10 to give the title compound. LCMS: m/z=620.98 (M+H+); retention time=0.53 minutes. Starting materials: NNC(=O)c1ccccc1, COc1ccc2c(c1)N(CC1CCCCC1)C(=O)C2=O. Product: COc1ccc2c(c1)N(CC1CCCCC1)C(=O)C2=NNC(=O)c1ccccc1. Reaction SMILES: [C:21]([c:22]1[cH:23][cH:24][cH:25][cH:26][cH:27]1)(=[O:28])[NH:29][NH2:30].[CH:1]1([CH2:7][N:8]2[C:9](=[O:10])[C:11](=[O:12])[c:13]3[cH:14][cH:15][c:16]([O:19][CH3:20])[cH:17][c:18]32)[CH2:2][CH2:3][CH2:4][CH2:5][CH2:6]1>>[CH:1]1([CH2:7][N:8]2[C:9](=[O:10])[C:11](=[N:30][NH:29][C:21]([c:22]3[cH:23][cH:24][cH:25][cH:26][cH:27]3)=[O:28])[c:13]3[cH:14][cH:15][c:16]([O:19][CH3:20])[cH:17][c:18]32)[CH2:2][CH2:3][CH2:4][CH2:5][CH2:6]1. Reactants: [N+](=O)([O-])C1=C(C(=CC(=C1)I)C(F)(F)F)CC(=O)OC (methyl [2-nitro-4-iodo-6-(trifluoromethyl)phenyl]acetate), TiCl3. Run in CO (MeOH). Run at time 3 hour. Product: FC(C1=C2CC(NC2=CC(=C1)I)=O)(F)F (4-Trifluoromethyl-6-iodooxindole). Isolated yield 77.6%. RXN SMILES: [N+:1]([C:4]1[CH:9]=[C:8]([I:10])[CH:7]=[C:6]([C:11]([F:14])([F:13])[F:12])[C:5]=1[CH2:15][C:16]([O:18]C)=O)([O-])=O>CO>[F:12][C:11]([F:14])([F:13])[C:6]1[CH:7]=[C:8]([I:10])[CH:9]=[C:4]2[C:5]=1[CH2:15][C:16](=[O:18])[NH:1]2. Procedure details: To methyl [2-nitro-4-iodo-6-(trifluoromethyl)phenyl]acetate (33.11 g, 85.1 mmol) in MeOH (1000 mL) at 0° C. was added aqueous 20% TiCl3 (815 g, 12.4 eq). The cooling bath was removed and the resulting mixture stirred at room temperature for 3 hours and then left overnight. To the mixture was then added aqueous 6N HCl (900 mL) and the mixture extracted with EtOAc:toluene (1:1, 3×1000 mL) and EtOAc:toluene (2:1, 3×900 mL and 3×500 mL). The extracts were combined and dried (anhydrous MgSO4). After ... The reactants are ClC=1C=C2C(=NC1C1=CC=C(C=C1)B1OC(C(O1)(C)C)(C)C)N(C(=N2)O[C@@H]2CO[C@H]1[C@@H]2OC[C@H]1O)COCC[Si](C)(C)C ((3R,3aR,6R,6aR)-6-(6-chloro-5-(4-(4,4,5,5-tetramethyl-1,3,2-dioxaborolan-2-yl)phenyl)-3-(2-trimethylsilanyl-ethoxymethyl)-3H-imidazo[4,5-b]pyridin-2-yloxy)hexahydrofuro[3,2-b]furan-3-ol), BrC1=CC=C(C=C1)N=S(=O)(N(C)C)C (N′-(4-bromophenyl)-N,N-dimethyl-methanesulfonimidamide), C(=O)([O-])[O-].[Na+].[Na+] (Na2CO3). Procedure details: A mixture of (3R,3aR,6R,6aR)-6-(6-chloro-5-(4-(4,4,5,5-tetramethyl-1,3,2-dioxaborolan-2-yl)phenyl)-3-(2-trimethylsilanyl-ethoxymethyl)-3H-imidazo[4,5-b]pyridin-2-yloxy)hexahydrofuro[3,2-b]furan-3-ol (1.00 g), N′-(4-bromophenyl)-N,N-dimethyl-methanesulfonimidamide (484 mg), Na2CO3 (2 M aqueous solution, 1.98 mL), and ethanol (8 mL) is purged for 5 minutes with argon. [1,1′-Bis(diphenylphosphino)-ferrocene]-dichloropalladium(II)-CH2Cl2-complex (PdCl2(dppf)×CH2Cl2) (130 mg) is added and the mixture... As a reaction SMILES: [Cl:1][C:2]1[CH:3]=[C:4]2[N:25]=[C:24]([O:26][C@H:27]3[C@H:31]4[O:32][CH2:33][C@@H:34]([OH:35])[C@H:30]4[O:29][CH2:28]3)[N:23]([CH2:36][O:37][CH2:38][CH2:39][Si:40]([CH3:43])([CH3:42])[CH3:41])[C:5]2=[N:6][C:7]=1[C:8]1[CH:13]=[CH:12][C:11](B2OC(C)(C)C(C)(C)O2)=[CH:10][CH:9]=1.Br[C:45]1[CH:50]=[CH:49][C:48]([N:51]=[S:52]([CH3:57])([N:54]([CH3:56])[CH3:55])=[O:53])=[CH:47][CH:46]=1.C([O-])([O-])=O.[Na+].[Na+]>C(O)C>[OH:35][C@H:34]1[C@H:30]2[O:29][CH2:28][C@@H:27]([O:26][C:24]3[N:23]([CH2:36][O:37][CH2:38][CH2:39][Si:40]([CH3:43])([CH3:42])[CH3:41])[C:5]4=[N:6][C:7]([C:8]5[CH:9]=[CH:10][C:11]([C:45]6[CH:46]=[CH:47][C:48]([N:51]=[S:52]([CH3:57])([N:54]([CH3:55])[CH3:56])=[O:53])=[CH:49][CH:50]=6)=[CH:12][CH:13]=5)=[C:2]([Cl:1])[CH:3]=[C:4]4[N:25]=3)[C@H:31]2[O:32][CH2:33]1 |f:2.3.4|. Run in C(C)O (ethanol). Reaction conditions: temperature 70 celsius. Product: O[C@@H]1CO[C@H]2[C@@H]1OC[C@H]2OC2=NC=1C(=NC(=C(C1)Cl)C1=CC=C(C=C1)C1=CC=C(C=C1)N=S(=O)(N(C)C)C)N2COCC[Si](C)(C)C (N′-{4-[4-(2-{[(3R,3aR,6R,6aR)-6-Hydroxy-hexahydrofuro[3,2-b]furan-3-yl]oxy}-6-chloro-3-{[2-(trimethylsilyl)ethoxy]methyl}-3H-imidazo[4,5-b]pyridin-5-yl)phenyl]phenyl}-N,N-dimethyl-methanesulfonimidamide). Reactants: CCO, Nc1ccc(-c2ccc(Cl)cc2)cc1, ClCCl, C#CC(=O)O. The product is C#CC(=O)Nc1ccc(-c2ccc(Cl)cc2)cc1. As a reaction SMILES: [CH2:20]([OH:21])[CH3:22].[Cl:1][c:2]1[cH:3][cH:4][c:5](-[c:8]2[cH:9][cH:10][c:11]([NH2:14])[cH:12][cH:13]2)[cH:6][cH:7]1.[Cl:23][CH2:24][Cl:25].[OH:15][C:16](=[O:17])[C:18]#[CH:19]>>[Cl:1][c:2]1[cH:3][cH:4][c:5](-[c:8]2[cH:9][cH:10][c:11]([NH:14][C:16](=[O:15])[C:18]#[CH:19])[cH:12][cH:13]2)[cH:6][cH:7]1. Reactants: lithium diphenyl phosphide, CC(CP(C1=CC=CC=C1)C1=CC=CC=C1)(C)C (2,2-dimethylpropyl diphenyl phosphine), CC(CCl)(C)C (2,2-dimethylpropyl chloride). Run in O1CCCC1.CCCCCC (tetrahydrofuran hexane). Yields the product 2,2-dimethylpropyl, C1(=CC=CC=C1)PC1=CC=CC=C1 (diphenyl phosphine). RXN SMILES: CC(C)(C)C[P:4]([C:11]1[CH:16]=[CH:15][CH:14]=[CH:13][CH:12]=1)[C:5]1[CH:10]=[CH:9][CH:8]=[CH:7][CH:6]=1.CC(C)(C)CCl>O1CCCC1.CCCCCC>[C:11]1([PH:4][C:5]2[CH:6]=[CH:7][CH:8]=[CH:9][CH:10]=2)[CH:12]=[CH:13][CH:14]=[CH:15][CH:16]=1 |f:2.3|. Reported procedure: The known but unavailable 2,2-dimethylpropyl diphenyl phosphine was derived via reacting 2,2-dimethylpropyl chloride with lithium diphenyl phosphide in a refluxing tetrahydrofuran-hexane solvent mixture. After filtering off the lithium chloride by-product, the 2,2-dimethylpropyl, (i.e., neopentyl) diphenyl phosphine was obtained by the fractional distillation of the filtrate between 109° and 110° C. at 0.1 mm. Reactants: O=C([O-])[O-], COC(CN)OC, O=C(Cl)Oc1ccccc1, [K+], [K+], O. The product is COC(CNC(=O)Oc1ccccc1)OC. RXN SMILES: [C:18](=[O:19])([O-:20])[O-:21].[CH3:11][O:12][CH:13]([CH2:14][NH2:15])[O:16][CH3:17].[Cl:1][C:2](=[O:3])[O:4][c:5]1[cH:6][cH:7][cH:8][cH:9][cH:10]1.[K+:22].[K+:23].[OH2:24]>>[C:2](=[O:3])([O:4][c:5]1[cH:6][cH:7][cH:8][cH:9][cH:10]1)[NH:15][CH2:14][CH:13]([O:12][CH3:11])[O:16][CH3:17].